From a dataset of the Open Reaction Database (ORD), a public repository of structured organic reaction records. describe an organic reaction: reactants, conditions, products, and yield Procedure: A mixture of 6-phenyl-[1,2,4]triazine-4-oxide (27 g, 156 mmol) and triethyl phosphite (500 ml) was heated under reflux for 30 min. The cooled reaction mixture was evaporated tit vacuo and the residue was purified by flash chromatography (SiO2; 50% Et2O in hexanes) to afford 19 g (121 mmol, 78%) of 6-phenyl-[1,2,4]triazine as a yellow solid. δH (400 MHz; CDCl3) 7.56-7.59 (3H, m, aromatics), 8.10-8.14 (2H, m, aromatics), 9.03 (1H, s, triazine H5), 9.65 (1H, s, triazine H3); m/z (ES+) 158 (M++H, 10... Reaction SMILES: [C:1]1([C:7]2[N:12]=[N:11][CH:10]=[N+:9]([O-])[CH:8]=2)[CH:6]=[CH:5][CH:4]=[CH:3][CH:2]=1>P(OCC)(OCC)OCC>[C:1]1([C:7]2[N:12]=[N:11][CH:10]=[N:9][CH:8]=2)[CH:2]=[CH:3][CH:4]=[CH:5][CH:6]=1. Yield: 77.6%. Starting materials: C1(=CC=CC=C1)C1=C[N+](=CN=N1)[O-] (6-phenyl-[1,2,4]triazine-4-oxide). Product: C1(=CC=CC=C1)C1=CN=CN=N1 (6-phenyl-[1,2,4]triazine). Run in P(OCC)(OCC)OCC (triethyl phosphite).